From a dataset of the Open Reaction Database (ORD), a public repository of structured organic reaction records. describe an organic reaction: reactants, conditions, products, and yield The reactants are ClC1=NC=CN=C1 (2-chloropyrazine), C([O-])([O-])=O.[K+].[K+] (potassium carbonate), FC=1C=C2CCN(C2=CC1)CCNC([C@H](CC(C)(C)C)N)=O ((S)-2-Amino-4,4-dimethyl-pentanoic acid [2-(5-fluoro-2,3-dihydro-indol-1-yl)-ethyl]-amide). Reagents/catalysts: [Cu]I (CuI). Solvent: CN(C)C=O (DMF). Reaction conditions: temperature 240 celsius. Yields the product FC=1C=C2CCN(C2=CC1)CCNC([C@H](CC(C)(C)C)NC1=NC=CN=C1)=O ((S)-4,4-Dimethyl-2-(pyrazin-2-ylamino)-pentanoic acid [2-(5-fluoro-2,3-dihydro-indol-1-yl)-ethyl]-amide). The yield is 30.3%. As a reaction SMILES: [F:1][C:2]1[CH:3]=[C:4]2[C:8](=[CH:9][CH:10]=1)[N:7]([CH2:11][CH2:12][NH:13][C:14](=[O:22])[C@@H:15]([NH2:21])[CH2:16][C:17]([CH3:20])([CH3:19])[CH3:18])[CH2:6][CH2:5]2.Cl[C:24]1[CH:29]=[N:28][CH:27]=[CH:26][N:25]=1.C(=O)([O-])[O-].[K+].[K+]>CN(C=O)C.[Cu]I>[F:1][C:2]1[CH:3]=[C:4]2[C:8](=[CH:9][CH:10]=1)[N:7]([CH2:11][CH2:12][NH:13][C:14](=[O:22])[C@@H:15]([NH:21][C:24]1[CH:29]=[N:28][CH:27]=[CH:26][N:25]=1)[CH2:16][C:17]([CH3:18])([CH3:19])[CH3:20])[CH2:6][CH2:5]2 |f:2.3.4|. Procedure details: (S)-2-Amino-4,4-dimethyl-pentanoic acid [2-(5-fluoro-2,3-dihydro-indol-1-yl)-ethyl]-amide (20 mg, 0.066 mmol) was dissolved in DMF (0.7 mL) containing equimolar amounts of 2-chloropyrazine (6 μL, 0.066 mmol), 0.1 equivalents of CuI (1.3 mg, 0.006 mmol), and 1.5 equivalents of potassium carbonate (13.9 mg, 0.099 mmol). The mixture was stirred and heated by microwave to 240° C. for 30 minutes. After completion the mixture was purified by reverse phase LC to afford (S)-4,4-Dimethyl-2-(pyrazin-2-yla... Reactants: [Si](C)(C)(C(C)(C)C)O[C@@H]1C=C2C=C[C@@H]([C@@H]([C@H]2[C@H](C1)OC(C(CC)OC1=C(C=CC=C1)CC=C)=O)CC[C@@H]1C[C@H](CC(O1)=O)O[Si](C)(C)C(C)(C)C)C ((4R,6R)-6-([1S,2S,6S,8S,8aR]-2-{1,2,6,7,8,8a-hexahydro-6-t-butyldimethylsilyloxy-8-[(2RS)-2-(2-allylphenoxy)butyryloxy]-2-methyl-1-naphthyl}ethyl)tetrahydro-4-t-butyldimethylsilyloxy-2H-pyran-2-one), solution, [F-].C(CCC)[N+](CCCC)(CCCC)CCCC (tetrabutylammonium fluoride). The solvent is O1CCCC1 (tetrahydrofuran). Yields the product O[C@@H]1C=C2C=C[C@@H]([C@@H]([C@H]2[C@H](C1)OC(C(CC)OC1=C(C=CC=C1)CC=C)=O)CC[C@@H]1C[C@H](CC(O1)=O)O)C ((4R,6R)-6-([1S,2S,6S,8S,8aR]-2-{1,2,6,7,8,8a-Hexahydro-6-hydroxy-8-[(2RS)-2-(2-allylphenoxy)butyryloxy]-2-methyl-1-naphthyl}ethyl)tetrahydro-4-hydroxy-2H -pyran -2-one). Yield: 34.6%. RXN SMILES: [Si]([O:8][C@H:9]1[CH2:18][C@H:17]([O:19][C:20](=[O:34])[CH:21]([O:24][C:25]2[CH:30]=[CH:29][CH:28]=[CH:27][C:26]=2[CH2:31][CH:32]=[CH2:33])[CH2:22][CH3:23])[C@H:16]2[C:11]([CH:12]=[CH:13][C@H:14]([CH3:52])[C@@H:15]2[CH2:35][CH2:36][C@H:37]2[O:42][C:41](=[O:43])[CH2:40][C@H:39]([O:44][Si](C(C)(C)C)(C)C)[CH2:38]2)=[CH:10]1)(C(C)(C)C)(C)C.[F-].C([N+](CCCC)(CCCC)CCCC)CCC>O1CCCC1>[OH:8][C@H:9]1[CH2:18][C@H:17]([O:19][C:20](=[O:34])[CH:21]([O:24][C:25]2[CH:30]=[CH:29][CH:28]=[CH:27][C:26]=2[CH2:31][CH:32]=[CH2:33])[CH2:22][CH3:23])[C@H:16]2[C:11]([CH:12]=[CH:13][C@H:14]([CH3:52])[C@@H:15]2[CH2:35][CH2:36][C@H:37]2[O:42][C:41](=[O:43])[CH2:40][C@H:39]([OH:44])[CH2:38]2)=[CH:10]1 |f:1.2|. Procedure details: A procedure similar to that described in Example 2, above, was followed, but using 1.12 g of (4R,6R)-6-([1S,2S,6S,8S,8aR]-2-{1,2,6,7,8,8a-hexahydro-6-t-butyldimethylsilyloxy-8-[(2RS)-2-(2-allylphenoxy)butyryloxy]-2-methyl-1-naphthyl}ethyl)tetrahydro-4-t-butyldimethylsilyloxy-2H-pyran-2-one [prepared as described in Example 24, above] and 22.3 ml of a 1.0 molar solution of tetrabutylammonium fluoride in tetrahydrofuran, to give 0.27 g of the title compound as white crystals, melting at between 14... Starting materials: O=C(c1ncc[nH]1)c1ncc[nH]1, CCOC(=O)CC(=O)[O-], [Cl-], [Cl-], [K+], [Mg+2], C1CCOC1, O=C(O)c1cccnc1, c1c[n-]cn1. Yields the product CCOC(=O)CC(=O)c1cccnc1. RXN SMILES: [C:10]([c:11]1[nH:12][cH:13][cH:14][n:15]1)([c:16]1[nH:17][cH:18][cH:19][n:20]1)=[O:21].[C:26]([CH2:27][C:28]([O-:29])=[O:30])(=[O:31])[O:32][CH2:33][CH3:34].[Cl-:22].[Cl-:24].[K+:25].[Mg+2:23].[O:40]1[CH2:41][CH2:42][CH2:43][CH2:44]1.[OH:1][C:2](=[O:3])[c:4]1[cH:5][cH:6][cH:7][n:8][cH:9]1.[cH:35]1[n:36][cH:37][n-:38][cH:39]1>>[C:2](=[O:3])([c:4]1[cH:5][cH:6][cH:7][n:8][cH:9]1)[CH2:27][C:26](=[O:31])[O:32][CH2:33][CH3:34]. Run in CN(C)C=O (DMF). Conditions: time 8 hour. Reaction SMILES: Cl.Cl.[N:3]1([NH:9][C:10]([C:12]2[CH:13]=[N:14][C:15]([C:18]3[CH:23]=[CH:22][CH:21]=[CH:20][CH:19]=3)=[N:16][CH:17]=2)=[O:11])[CH2:8][CH2:7][NH:6][CH2:5][CH2:4]1.Br[CH:25]1[CH2:29][CH2:28][O:27][C:26]1=[O:30].[H-].[Na+]>CN(C=O)C>[O:30]=[C:26]1[CH:25]([N:6]2[CH2:5][CH2:4][N:3]([NH:9][C:10]([C:12]3[CH:17]=[N:16][C:15]([C:18]4[CH:19]=[CH:20][CH:21]=[CH:22][CH:23]=4)=[N:14][CH:13]=3)=[O:11])[CH2:8][CH2:7]2)[CH2:29][CH2:28][O:27]1 |f:0.1.2,4.5|. Starting materials: Cl.Cl.N1(CCNCC1)NC(=O)C=1C=NC(=NC1)C1=CC=CC=C1 (2-phenyl-pyrimidine-5-carboxylic acid piperazin-1-ylamide dihydrochloride), BrC1C(OCC1)=O (bromo-dihydro-furan-2-one), [H-].[Na+] (NaH). The yield is 72.6%. Procedure: A solution of 2-phenyl-pyrimidine-5-carboxylic acid piperazin-1-ylamide dihydrochloride (0.45 mmol) and bromo-dihydro-furan-2-one (1.8 mmol) in DMF (10 mL) is stirred under N2 at 0° C. for 15 min, then NaH (60%, 1.8 mmol) is added and the mixture is warmed to rt and stirred overnight. The mixture is quenched with water, and extracted with EtOAC. The organic layer is dried (Na2SO4), filtered and concentrated in vacuo. The residue is purified by silica gel chromatography eluting with 0-2% methanol... Product: O=C1OCCC1N1CCN(CC1)NC(=O)C=1C=NC(=NC1)C1=CC=CC=C1 (2-phenyl-pyrimidine-5-carboxylic acid [4-(2-oxo-tetrahydro-furan-3-yl)-piperazin-1-yl]-amide). Starting materials: [Cl-].FC(C=1C=C(C[N+]2=C3N(C4=C2C=CC=C4)C(=CS3)C)C=C(C1)C(F)(F)F)(F)F (9-[3,5-bis(trifluoromethyl)benzyl]-3-methyl[1,3]thiazolo[3,2-a]benzimidazol-9-ium chloride), C[O-].[Na+] (NaOMe). Solvent: CO (methanol). Yields the product FC(C=1C=C(CN2C(N(C3=C2C=CC=C3)\C(=C/SC)\C)=O)C=C(C1)C(F)(F)F)(F)F (1-[3,5-bis(trifluoromethyl)benzyl]-3-[(1Z)-1-(methylsulfanyl)prop-1-en-2-yl]-1,3-dihydro-2H-benzimidazol-2-one). Yield: 74.8%. Reaction SMILES: [Cl-].[F:2][C:3]([F:29])([F:28])[C:4]1[CH:5]=[C:6]([CH:21]=[C:22]([C:24]([F:27])([F:26])[F:25])[CH:23]=1)[CH2:7][N+:8]1[C:12]2[CH:13]=[CH:14][CH:15]=[CH:16][C:11]=2[N:10]2[C:17]([CH3:20])=[CH:18][S:19][C:9]=12.[CH3:30][O-:31].[Na+]>CO>[F:26][C:24]([F:25])([F:27])[C:22]1[CH:21]=[C:6]([CH:5]=[C:4]([C:3]([F:29])([F:28])[F:2])[CH:23]=1)[CH2:7][N:8]1[C:12]2[CH:13]=[CH:14][CH:15]=[CH:16][C:11]=2[N:10](/[C:17](/[CH3:20])=[CH:18]\[S:19][CH3:9])[C:30]1=[O:31] |f:0.1,2.3|. Reported procedure: 285 mg of 9-[3,5-bis(trifluoromethyl)benzyl]-3-methyl[1,3]thiazolo[3,2-a]benzimidazol-9-ium chloride (0.632 mmol) were solubilised in methanol (40 mL), then 274 mg (8 eq) of NaOMe were added and the solution stirred at room temperature. After 48 h the solvent was evaporated, water was added (20 mL) and the mixture extracted with CH2Cl2 (3×20 mL). The organic layer was dried with MgSO4 and evaporated under reduced pressure to afford 1-[3,5-bis(trifluoromethyl)benzyl]-3-[(1Z)-1-(methylsulfanyl)pro...